From a dataset of the Open Reaction Database (ORD), a public repository of structured organic reaction records. describe an organic reaction: reactants, conditions, products, and yield Starting materials: C1OC=2C=C(C=CC2O1)CC(=O)OC (methyl 3,4-methylenedioxyphenylacetate), Cl[Sn](Cl)(Cl)Cl (SnCl4), C(=O)(O)[O-].[Na+] (NaHCO3), C(C1=CC=CC=C1)(=O)Cl (benzoyl chloride). Run in C(Cl)Cl (CH2Cl2), CCCCCC.CCOC(=O)C (hexane EtOAc). Conditions: time 24 hour. Product: C(C1=CC=CC=C1)(=O)C1=C(C=C2C(=C1)OCO2)CC(=O)OC (Methyl 2-Benzoyl-4,5-methylenedioxyphenylacetate). The yield is 47.9%. RXN SMILES: [CH2:1]1[O:9][C:8]2[CH:7]=[CH:6][C:5]([CH2:10][C:11]([O:13][CH3:14])=[O:12])=[CH:4][C:3]=2[O:2]1.Cl[Sn](Cl)(Cl)Cl.[C:20](Cl)(=[O:27])[C:21]1[CH:26]=[CH:25][CH:24]=[CH:23][CH:22]=1.C([O-])(O)=O.[Na+]>C(Cl)Cl.CCCCCC.CCOC(C)=O>[C:20]([C:6]1[CH:7]=[C:8]2[O:9][CH2:1][O:2][C:3]2=[CH:4][C:5]=1[CH2:10][C:11]([O:13][CH3:14])=[O:12])(=[O:27])[C:21]1[CH:26]=[CH:25][CH:24]=[CH:23][CH:22]=1 |f:3.4,6.7|. Procedure details: To a solution of methyl 3,4-methylenedioxyphenylacetate (150 mg, 0.77 mmol) in CH2Cl2 (5 mL) was added SnCl4 (1.0M solution in CH2Cl2 ; 1.5 mL, 1.5 mmol) at 0° C. Then benzoyl chloride (130 μL, 1.1 mmol) was added. The reaction mixture was allowed to warm slowly to room temperature. After 24 h, the mixture was added to a saturated NaHCO3 solution (30 mL), diluted with 1:1 hexane/EtOAc (60 mL), washed with water and brine, and dried over Na2SO4. The solvent was removed in vacuo and the resulting ... Reactants: O.NN (hydrazine hydrate), CC(=CC1=CC=CC=C1)C(=O)C2=CC=CC=C2 (α-methylchalcone). Solvent: CO (methanol), O (water). Run at temperature 68 celsius. Product: C1(=CC=CC=C1)C=1NNC(C1C)C1=CC=CC=C1 (3,5-diphenyl-4-methylpyrazoline). Yield: 88.9%. Reaction SMILES: O.[NH2:2][NH2:3].[CH3:4][C:5]([C:13]([C:15]1[CH:20]=[CH:19][CH:18]=[CH:17][CH:16]=1)=O)=[CH:6][C:7]1[CH:12]=[CH:11][CH:10]=[CH:9][CH:8]=1>CO.O>[C:7]1([C:6]2[NH:2][NH:3][CH:13]([C:15]3[CH:20]=[CH:19][CH:18]=[CH:17][CH:16]=3)[C:5]=2[CH3:4])[CH:12]=[CH:11][CH:10]=[CH:9][CH:8]=1 |f:0.1|. Procedure details: Isolated α-methylchalcone, 1.5 g (85% pure product by gas liquid chromatography) (0.00578 mole) is reacted with 0.55 g (0.008 mole) of 75% hydrazine hydrate in 7.5 ml of methanol and 1 ml of water under N2 at reflux (68° C) for 1 hour. Gas liquid chromatography shows the α-methylchalcone had reacted to form 3,5-diphenyl-4-methylpyrazoline. Starting materials: [H][H] (Hydrogen), [H][H] (hydrogen), C(C1=CC=CC=C1)N(C[C@H](CO)O)CC1=CNC2=C1N=CN=C2O ((R)-3-(Benzyl((4-hydroxy-5H-pyrrolo[3,2-d]pyrimidin-7-yl)methyl)amino)propane-1,2-diol), CH2Cl2 MeOH-cNH3. Reagents/catalysts: [Pd] (Pd—C). Solvent: O (water). The product is OC=1C2=C(N=CN1)C(=CN2)CNC[C@H](CO)O ((R)-3-((4-hydroxy-5H-pyrrolo[3,2-d]pyrimidin-7-yl)methylamino)propane-1,2-diol). Isolated yield 99.1%. Reaction SMILES: C([N:8]([CH2:14][C:15]1[C:19]2[N:20]=[CH:21][N:22]=[C:23]([OH:24])[C:18]=2[NH:17][CH:16]=1)[CH2:9][C@@H:10]([OH:13])[CH2:11][OH:12])C1C=CC=CC=1.[H][H]>O.[Pd]>[OH:24][C:23]1[C:18]2[NH:17][CH:16]=[C:15]([CH2:14][NH:8][CH2:9][C@@H:10]([OH:13])[CH2:11][OH:12])[C:19]=2[N:20]=[CH:21][N:22]=1. Procedure details: (R)-3-(Benzyl((4-hydroxy-5H-pyrrolo[3,2-d]pyrimidin-7-yl)methyl)amino)propane-1,2-diol (0.1 g, 0.305 mmol) was dissolved in hot water (20 ml), cooled to rt and 10% Pd—C (50 mg) added. Hydrogen was added from a balloon and the mixture stirred at rt. After 4 h tlc (CH2Cl2-MeOH-cNH3, 5:4.5:0.5) showed reaction over. The hydrogen was replaced with Ar and the mixture heated to 80° C. to ensure product was in solution then the mixture filtered through Celite and the solvent evaporated to give (R)-3-((... The reactants are FC(C(=O)C1C(C2=CC=CC=C2CC1)=O)(F)F (2-trifluoroacetyl-1-tetralone), C1=CC(=CC=C1NN)S(=O)(=O)N.Cl (4-sulfonamidophenylhydrazine hydrochloride), one. The solvent is C(C)O (ethanol). Product: FC(C1=NN(C=2C3=C(CCC12)C=CC=C3)C3=CC=C(C=C3)S(=O)(=O)N)(F)F (4-[4,5-Dihydro-3-(trifluoromethyl)-1H-benz[g]indazol-1-yl]benzenesulfonamide). Isolated yield 71.2%. As a reaction SMILES: [F:1][C:2]([F:17])([F:16])[C:3]([CH:5]1[CH2:14][CH2:13][C:12]2[C:7](=[CH:8][CH:9]=[CH:10][CH:11]=2)[C:6]1=O)=O.[CH:18]1[C:23]([NH:24][NH2:25])=[CH:22][CH:21]=[C:20]([S:26]([NH2:29])(=[O:28])=[O:27])[CH:19]=1.Cl>C(O)C>[F:1][C:2]([F:17])([F:16])[C:3]1[C:5]2[CH2:14][CH2:13][C:12]3[CH:11]=[CH:10][CH:9]=[CH:8][C:7]=3[C:6]=2[N:24]([C:23]2[CH:18]=[CH:19][C:20]([S:26]([NH2:29])(=[O:28])=[O:27])=[CH:21][CH:22]=2)[N:25]=1 |f:1.2|. Reported procedure: A 100 mL one necked round bottomed flask equipped with reflux condenser, nitrogen inlet and provisions for magnetic stirring was charged with 2-trifluoroacetyl-1-tetralone from Step 1 (1.21 g, 5.0 mmol), 4-sulfonamidophenylhydrazine hydrochloride (1.12 g, 5.0 mmol) and 25 mL of absolute ethanol. The solution was warmed to reflux for 15 hours and concentrated in vacuo. The residue was dissolved in ethyl acetate, washed with water, and with brine, dried over anhydrous MgSo4, filtered and concentra... Reactants: CC(=O)O, [H][H], COc1cc2c(C)nc(O)c([N+](=O)[O-])c2cc1OC. Product: COc1cc2c(C)nc(O)c(N)c2cc1OC. Reaction SMILES: [CH3:22][C:23](=[O:24])[OH:25].[H:20][H:21].[OH:1][c:2]1[n:3][c:4]([CH3:19])[c:5]2[cH:6][c:7]([O:17][CH3:18])[c:8]([O:15][CH3:16])[cH:9][c:10]2[c:11]1[N+:12]([O-:13])=[O:14]>>[OH:1][c:2]1[n:3][c:4]([CH3:19])[c:5]2[cH:6][c:7]([O:17][CH3:18])[c:8]([O:15][CH3:16])[cH:9][c:10]2[c:11]1[NH2:12]. Starting materials: CC#N, [K+], [K+], O=C([O-])[O-], CS(=O)(=O)CCC#Cc1ccccc1, c1ccc(C2CCNCC2)cc1. Product: C(#Cc1ccccc1)CCN1CCC(c2ccccc2)CC1. RXN SMILES: [CH3:33][C:34]#[N:35].[K+:27].[K+:28].[O-:29][C:30]([O-:31])=[O:32].[S:1]([CH3:2])(=[O:3])(=[O:4])[CH2:5][CH2:6][C:7]#[C:8][c:9]1[cH:10][cH:11][cH:12][cH:13][cH:14]1.[c:15]1([CH:21]2[CH2:22][CH2:23][NH:24][CH2:25][CH2:26]2)[cH:16][cH:17][cH:18][cH:19][cH:20]1>>[CH2:5]([CH2:6][C:7]#[C:8][c:9]1[cH:10][cH:11][cH:12][cH:13][cH:14]1)[N:24]1[CH2:23][CH2:22][CH:21]([c:15]2[cH:16][cH:17][cH:18][cH:19][cH:20]2)[CH2:26][CH2:25]1. The reactants are C(C)(CC)NC(C)CC (di-sec.-butylamine), C(=O)(Cl)Cl (phosgene). Run in ClC1=CC=CC=C1 (chlorobenzene). Yields the product C(C)(CC)N(C(=O)Cl)C(C)CC (N,N-di-sec.-butylcarbamoyl chloride). Isolated yield 100.0%. Reaction SMILES: [CH:1]([NH:5][CH:6]([CH2:8][CH3:9])[CH3:7])([CH2:3][CH3:4])[CH3:2].[C:10](Cl)([Cl:12])=[O:11]>ClC1C=CC=CC=1>[CH:1]([N:5]([CH:6]([CH2:8][CH3:9])[CH3:7])[C:10]([Cl:12])=[O:11])([CH2:3][CH3:4])[CH3:2]. Procedure details: A mixture of 129.0 g of di-sec.-butylamine and 129.0 g of chlorobenzene was reacted with phosgene in accordance with Example 1. When the phosgenation was complete, the mixture was heated under reflux for a further hour, the residual phosgene was then removed by blowing out with nitrogen, and, after the solvent had been removed under a moderate vacuum, the main product was collected by distillation. N,N-di-sec.-butylcarbamoyl chloride was obtained in this manner in a yield of 186.0 g and in a pur...